Dataset: the Open Reaction Database (ORD), a public repository of structured organic reaction records. Task: describe an organic reaction: reactants, conditions, products, and yield The reactants are COc1cc2c(Nc3ccc(Br)cc3F)ncnc2cc1O, ClCCCBr, O=C([O-])[O-], [K+], [K+], CN(C)C=O, O. Yields the product COc1cc2c(Nc3ccc(Br)cc3F)ncnc2cc1OCCCCl. RXN SMILES: [Br:1][c:2]1[cH:3][c:4]([F:22])[c:5]([NH:6][c:7]2[n:8][cH:9][n:10][c:11]3[cH:12][c:13]([OH:19])[c:14]([O:17][CH3:18])[cH:15][c:16]23)[cH:20][cH:21]1.[Br:23][CH2:24][CH2:25][CH2:26][Cl:27].[C:28](=[O:29])([O-:30])[O-:31].[K+:32].[K+:33].[O:34]=[CH:35][N:36]([CH3:37])[CH3:38].[OH2:39]>>[Br:1][c:2]1[cH:3][c:4]([F:22])[c:5]([NH:6][c:7]2[n:8][cH:9][n:10][c:11]3[cH:12][c:13]([O:19][CH2:24][CH2:25][CH2:26][Cl:27])[c:14]([O:17][CH3:18])[cH:15][c:16]23)[cH:20][cH:21]1. Reactants: ClC1=NN2C(C(=CC=C2)C=2C(=NC=CC2)OC)=N1 (2-chloro-8-(2-methoxy-pyridin-3-yl)-[1,2,4]triazolo[1,5-a]pyridine), N1=CC=CC2=CC(=CC=C12)N (quinolin-6-ylamine), Example 2d. The product is COC1=NC=CC=C1C=1C=2N(C=CC1)N=C(N2)NC=2C=C1C=CC=NC1=CC2 ([8-(2-Methoxy-pyridin-3-yl)-[1,2,4]triazolo[1,5-a]pyridine-2-yl]-quinolin-6-yl-amine). Reaction SMILES: Cl[C:2]1[N:18]=[C:5]2[C:6]([C:10]3[C:11]([O:16][CH3:17])=[N:12][CH:13]=[CH:14][CH:15]=3)=[CH:7][CH:8]=[CH:9][N:4]2[N:3]=1.[N:19]1[C:28]2[C:23](=[CH:24][C:25]([NH2:29])=[CH:26][CH:27]=2)[CH:22]=[CH:21][CH:20]=1>>[CH3:17][O:16][C:11]1[C:10]([C:6]2[C:5]3[N:4]([N:3]=[C:2]([NH:29][C:25]4[CH:24]=[C:23]5[C:28](=[CH:27][CH:26]=4)[N:19]=[CH:20][CH:21]=[CH:22]5)[N:18]=3)[CH:9]=[CH:8][CH:7]=2)=[CH:15][CH:14]=[CH:13][N:12]=1. Reported procedure: [8-(2-Methoxy-pyridin-3-yl)-[1,2,4]triazolo[1,5-a]pyridine-2-yl]-quinolin-6-yl-amine was prepared from 2-chloro-8-(2-methoxy-pyridin-3-yl)-[1,2,4]triazolo[1,5-a]pyridine and quinolin-6-ylamine in a manner analogous to Example 2d (0.12 g, 65%). MP=247-249° C. 1H NMR (400 MHz, (D3C)2SO, δ, ppm): 10.18 (s, 1H), 8.88 (d, J=6.58 Hz, 1H), 8.75 (d, 1H), 8.45 (d, 1H), 8.25 (d, 1H), 8.15 (t, 1H), 7.85-7.90 (m, 2H), 7.55 (m, 1H), 7.42 (m, 1H), 7.10 (m, 1H), 3.90 (s, 3H). MS=369 (MH)+. Starting materials: C(C=C)OC1=CC=C(C=C1)C1=CC=C(C=C1)OCC=C (4,4'-Bis-allyloxybiphenyl), crude product. Run in C(C)(=O)OCC (ethyl acetate), hexanes. Conditions: temperature 190 celsius. The product is C(C=C)C=1C=C(C=CC1C1=C(C=C(C=C1)O)CC=C)O (3,3'-Bis-allyl-4,4'-biphenol). Isolated yield 196.0%. Reaction SMILES: C([O:4][C:5]1[CH:10]=[CH:9][C:8]([C:11]2[CH:16]=[CH:15][C:14]([O:17]CC=C)=[CH:13][CH:12]=2)=[CH:7][CH:6]=1)C=C>C(OCC)(=O)C>[CH2:10]([C:9]1[CH:10]=[C:5]([OH:4])[CH:6]=[CH:7][C:8]=1[C:11]1[CH:12]=[CH:13][C:14]([OH:17])=[CH:15][C:16]=1[CH2:9][CH:8]=[CH2:7])[CH:5]=[CH2:6]. Procedure: Into a 50 ml round bottom flask was added 6.03 g of 7 (22.6 mmol). The flask was purged with N2 and sealed by a septum. The reactant was heated to 190° C. overnight. A light yellow solid was obtained after the reaction was cooled down. This crude product was subjected to a flash column (15% ethyl acetate in hexanes). A white crystaline solid (5.9 g, 97.8%) was obtained. 1H NMR (CDCl3) δ7.3-7.25 (m, 4H), 6.83 (m, 2H), 6.04 (m, 2H), 5.22-5.17 (m, 4H), 5.01 (s, 2H), 3.46 (d, 4H). The reactants are C(#N)C1=CC2=C(N(C(=N2)C(NC(C(F)(F)F)=O)C2=C3C=CN(C3=C(C=C2C)C)S(=O)(=O)C2=CC=C(C)C=C2)COCC[Si](C)(C)C)C=C1 ((±)-N-((5-cyano-1-((2-(trimethylsilyl)ethoxy)methyl)-1H-benzo[d]imidazol-2-yl)(5,7-dimethyl-1-tosyl-1H-indol-4-yl)methyl)-2,2,2-trifluoroacetamide), C(#N)C=1C=CC2=C(N(C(=N2)C(NC(C(F)(F)F)=O)C2=C3C=CN(C3=C(C=C2C)C)S(=O)(=O)C2=CC=C(C)C=C2)COCC[Si](C)(C)C)C1 ((±)-N-((6-cyano-1-((2-(trimethylsilyl)ethoxy)methyl)-1H-benzo[d]imidazol-2-yl)(5,7-dimethyl-1-tosyl-1H-indol-4-yl)methyl)-2,2,2-trifluoroacetamide), 64-C. Yields the product NC(C1=NC2=C(N1)C=CC(=C2)C#N)C2=C1C=CNC1=C(C=C2C)C ((±)-2-(Amino(5,7-dimethyl-1H-indol-4-yl)methyl)-1H-benzo[d]imidazole-5-carbonitrile). As a reaction SMILES: [C:1]([C:3]1[CH:48]=[CH:47][C:6]2[N:7](COCC[Si](C)(C)C)[C:8]([CH:10]([C:18]3[C:26]([CH3:27])=[CH:25][C:24]([CH3:28])=[C:23]4[C:19]=3[CH:20]=[CH:21][N:22]4S(C3C=CC(C)=CC=3)(=O)=O)[NH:11]C(=O)C(F)(F)F)=[N:9][C:5]=2[CH:4]=1)#[N:2].C(C1C=CC2N=C(C(C3C(C)=CC(C)=C4C=3C=CN4S(C3C=CC(C)=CC=3)(=O)=O)NC(=O)C(F)(F)F)N(COCC[Si](C)(C)C)C=2C=1)#N>>[NH2:11][CH:10]([C:18]1[C:26]([CH3:27])=[CH:25][C:24]([CH3:28])=[C:23]2[C:19]=1[CH:20]=[CH:21][NH:22]2)[C:8]1[NH:7][C:6]2[CH:47]=[CH:48][C:3]([C:1]#[N:2])=[CH:4][C:5]=2[N:9]=1. Reported procedure: The title compound was synthesized from a mixture of (±)-N-((5-cyano-1-((2-(trimethylsilyl)ethoxy)methyl)-1H-benzo[d]imidazol-2-yl)(5,7-dimethyl-1-tosyl-1H-indol-4-yl)methyl)-2,2,2-trifluoroacetamide and (±)-N-((6-cyano-1-((2-(trimethylsilyl)ethoxy)methyl)-1H-benzo[d]imidazol-2-yl)(5,7-dimethyl-1-tosyl-1H-indol-4-yl)methyl)-2,2,2-trifluoroacetamide as described in Example 64-B and 64-C. 1H NMR (400 MHz, DMSO-d6) δ ppm. 1H NMR (400 MHz, DMSO-d6) δ ppm 10.88 (s, 1H) 7.93 (s, 1H) 7.59 (d, J=8.08 Hz... Reactants: CC1=CC=C2CCC(NC2=N1)=O (7-methyl-3,4-dihydro-1,8-naphthyridin-2(1H)-one), [Se](=O)=O (selenium dioxide). Solvent: O1CCOCC1 (dioxane). Run at time 10 day. The product is O=C1C=CC=2C=CC(=NC2N1)C=O (7-oxo-7,8-dihydro-1,8-naphthyridine-2-carbaldehyde). Isolated yield 49.7%. Reaction SMILES: [CH3:1][C:2]1[N:11]=[C:10]2[C:5]([CH2:6][CH2:7][C:8](=[O:12])[NH:9]2)=[CH:4][CH:3]=1.[Se](=O)=[O:14]>O1CCOCC1>[O:12]=[C:8]1[NH:9][C:10]2[N:11]=[C:2]([CH:1]=[O:14])[CH:3]=[CH:4][C:5]=2[CH:6]=[CH:7]1. Reported procedure: A solution of 0.90 g of 7-methyl-3,4-dihydro-1,8-naphthyridin-2(1H)-one in 150 mL of dioxane was heated under reflux while dividedly adding 25.7 g of selenium dioxide, and the mixture was stirred for 10 days. The insoluble substance was filtered off with celite, and the solvent was distilled off under reduced pressure. To the resultant residue, 2-propanol was added, and the solid was filtered off. The solid thus obtained was purified by silica gel column chromatography using an eluent of chlorof... The reactants are C(C)S(=O)(=O)C=1C=CC2=C(N=C(O2)S)C1 (5-Ethanesulfonyl-benzooxazole-2-thiol), S(=O)(Cl)Cl (thionyl chloride). The reagents and catalysts are CN(C=O)C (N,N-dimethylformamide). Conditions: time 45 minute. Product: ClC=1OC2=C(N1)C=C(C=C2)S(=O)(=O)CC (2-Chloro-5-ethanesulfonyl-benzoxazole). Reaction SMILES: [CH2:1]([S:3]([C:6]1[CH:7]=[CH:8][C:9]2[O:13][C:12](S)=[N:11][C:10]=2[CH:15]=1)(=[O:5])=[O:4])[CH3:2].S(Cl)([Cl:18])=O>CN(C)C=O>[Cl:18][C:12]1[O:13][C:9]2[CH:8]=[CH:7][C:6]([S:3]([CH2:1][CH3:2])(=[O:5])=[O:4])=[CH:15][C:10]=2[N:11]=1. Procedure: 8 mmol of 5-Ethanesulfonyl-benzooxazole-2-thiol were dissolved in 10 ml of thionyl chloride. 1 drop of N,N-dimethylformamide is added and the reaction mixture hold at 65° for 45 min. Evaporation of the solvent yields the title compound as brownish solid. The reactants are FC(C(=O)NC=1N=C2N(C=C(C=C2)C(C2=CC=CC=C2)=O)C1SC)(F)F (2-trifluoroacetamido-3-methylthio-6-benzoyl-imidazo[1,2-a]pyridine). The solvent is mixture, CO.C(Cl)Cl (MeOH CH2Cl2). Conditions: time 2 day. Yields the product NC=1N=C2N(C=C(C=C2)C(C2=CC=CC=C2)=O)C1SC (2-Amino-3-methylthio-6-benzoyl-imidazo[1,2-a]pyridine). Yield: 0.1%. Reaction SMILES: FC(F)(F)C([NH:5][C:6]1[N:7]=[C:8]2[CH:13]=[CH:12][C:11]([C:14](=[O:21])[C:15]3[CH:20]=[CH:19][CH:18]=[CH:17][CH:16]=3)=[CH:10][N:9]2[C:22]=1[S:23][CH3:24])=O>CO.C(Cl)Cl>[NH2:5][C:6]1[N:7]=[C:8]2[CH:13]=[CH:12][C:11]([C:14](=[O:21])[C:15]3[CH:20]=[CH:19][CH:18]=[CH:17][CH:16]=3)=[CH:10][N:9]2[C:22]=1[S:23][CH3:24] |f:1.2|. Procedure: The 2-trifluoroacetamido-3-methylthio-6-benzoyl-imidazo[1,2-a]pyridine (100 mg, 263 mmol) was dissolved in 20 mL of a mixture of MeOH/CH2Cl2 1:1, and 5 g of silica gel was added. The mixture was stirred at RT for 2 days. The residue was filtered and washed with CH2Cl2 and the solution was concentrated in vacuo to give 63 mg (850%) of a yellow solid. 1H-NMR (200 MHz, CDCl3) d 2.12 (s, 3H, SMe), 4.40 (bs, 2H, NH2), 7.46-7.80 (m, 7H, ArH+H7+H8), 8.68 (d, J57=1.7, H5). 13C-NMR (50 MHz, CDCl3) d 18.0...